This data is from the Open Reaction Database (ORD), a public repository of structured organic reaction records. The task is: describe an organic reaction: reactants, conditions, products, and yield Run in C(C)#N (acetonitrile), C(C)#N (acetonitrile). Reactants: ice, C1(=CC=CC=C1)P(=O)(C1=CC=CC=C1)Cl (diphenylphosphoryl chloride), C(C)(C)N(CC)C(C)C (diisopropylethylamine), ice, C(C)(C)N(CC)C(C)C (diisopropylethylamine), ice, FC(S(=O)(=O)O)(F)F.FC(S(=O)(=O)O)(F)F.S[C@H]1C[C@H](N(C1)C(=O)OCC1=CC=C(C=C1)[N+](=O)[O-])C(NC(CN1CCCC1)C)=O ((2S,4S)-4-mercapto-2-(1-methyl-2-pyrrolidinylethylcarbamoyl)-1-(4-nitrobenzyloxycarbonyl)pyrrolidine bis(trifluoromethanesulfonate)), O[C@H](C)[C@@H]1[C@@H]2N(C(C([C@@H]2C)=O)C(=O)OCC2=CC=C(C=C2)[N+](=O)[O-])C1=O (4-nitrobenzyl (1R,5R,6S)-6-[(1R)-1-hydroxyethyl]-1-methyl-2-oxo-1-carbapenam-3-carboxylate), ice. Yields the product FS(=O)(=O)[O-].CC(C[NH+]1CCCC1)(C)NC(=O)[C@H]1NC[C@H](C1)SC=1[C@@H]([C@H]2N(C1C(=O)O)C([C@@H]2[C@@H](C)O)=O)C ((1R,5S,6S)-2-[(2S,4S)-2-(1,1-Dimethyl-2-pyrrolidinioethylcarbamoyl)pyrrolidin-4-ylthio]-6-[(1R)-1-hydroxyethyl]-1-methyl-1-carbapen-2-em-3-carboxylate fluorosulfonate). As a reaction SMILES: [OH:1][C@@H:2]([C@H:4]1[C:25](=[O:26])[N:6]2[CH:7]([C:12]([O:14]CC3C=CC([N+]([O-])=O)=CC=3)=[O:13])[C:8](=O)[C@H:9]([CH3:10])[C@H:5]12)[CH3:3].[C:27]1(P(Cl)(C2C=CC=CC=2)=O)C=CC=CC=1.C(N(C(C)C)CC)(C)C.FC(F)(F)[S:53]([OH:56])(=[O:55])=[O:54].[F:59]C(F)(F)S(O)(=O)=O.[SH:67][C@@H:68]1[CH2:72][N:71](C(OCC2C=CC([N+]([O-])=O)=CC=2)=O)[C@H:70]([C:86](=[O:96])[NH:87][CH:88]([CH3:95])[CH2:89][N:90]2[CH2:94][CH2:93][CH2:92][CH2:91]2)[CH2:69]1>C(#N)C>[F:59][S:53]([O-:56])(=[O:55])=[O:54].[CH3:27][C:88]([NH:87][C:86]([C@@H:70]1[CH2:69][C@H:68]([S:67][C:8]2[C@H:9]([CH3:10])[C@@H:5]3[C@@H:4]([C@H:2]([OH:1])[CH3:3])[C:25](=[O:26])[N:6]3[C:7]=2[C:12]([OH:14])=[O:13])[CH2:72][NH:71]1)=[O:96])([CH3:95])[CH2:89][NH+:90]1[CH2:91][CH2:92][CH2:93][CH2:94]1 |f:3.4.5,7.8|. Reaction conditions: time 2 day. Reported procedure: 180 mg of 4-nitrobenzyl (1R,5R,6S)-6-[(1R)-1-hydroxyethyl]-1-methyl-2-oxo-1-carbapenam-3-carboxylate were dissolved in 2.3 ml of anhydrous acetonitrile, and the solution was placed on an ice bath. Maintaining the solution on the ice bath, 109 μl of diphenylphosphoryl chloride and 92 μl of diisopropylethylamine were added dropwise to the solution. The resulting mixture was then stirred for 1 hour at this ice-cooled temperature, after which, whilst still maintaining the reaction mixture on the ice... The reactants are C(C1=CC=CC=C1)OC(=O)[C@H]1O[C@H]([C@@H]([C@H]([C@@H]1O)O)O)OC(CC=1C=C(C(=CC1)OC)C1=C(C=C(C=C1)C(F)(F)F)CN(C(=O)NCC1=CC=CC=C1)CC)=O ((2S,3S,4S,5R,6S)-6-{2-[2′-(3-Benzyl-1-ethyl-ureidomethyl)-6-methoxy-4′-trifluoromethyl-biphenyl-3-yl]-acetoxy}-3,4,5-trihydroxy-tetrahydro-pyran-2-carboxylic acid benzyl ester). The reagents and catalysts are [Pd] (palladium on carbon). Solvent: CCOC(=O)C (EtOAc). Product: C(C1=CC=CC=C1)NC(N(CC)CC1=C(C=CC(=C1)C(F)(F)F)C1=CC(=CC=C1OC)CC(=O)O[C@H]1[C@@H]([C@H]([C@@H]([C@H](O1)C(=O)O)O)O)O)=O ((2S,3S,4S,5R,6S)-6-{2-[2′-(3-Benzyl-1-ethyl-ureidomethyl)-6-methoxy-4′-trifluoromethyl-biphenyl-3-yl]-acetoxy}-3,4,5-trihydroxy-tetrahydro-pyran-2-carboxylic acid). RXN SMILES: C([O:8][C:9]([C@@H:11]1[C@@H:16]([OH:17])[C@H:15]([OH:18])[C@@H:14]([OH:19])[C@H:13]([O:20][C:21](=[O:55])[CH2:22][C:23]2[CH:24]=[C:25]([C:31]3[CH:36]=[CH:35][C:34]([C:37]([F:40])([F:39])[F:38])=[CH:33][C:32]=3[CH2:41][N:42]([CH2:53][CH3:54])[C:43]([NH:45][CH2:46][C:47]3[CH:52]=[CH:51][CH:50]=[CH:49][CH:48]=3)=[O:44])[C:26]([O:29][CH3:30])=[CH:27][CH:28]=2)[O:12]1)=[O:10])C1C=CC=CC=1>CCOC(C)=O.[Pd]>[CH2:46]([NH:45][C:43](=[O:44])[N:42]([CH2:41][C:32]1[CH:33]=[C:34]([C:37]([F:40])([F:39])[F:38])[CH:35]=[CH:36][C:31]=1[C:25]1[C:26]([O:29][CH3:30])=[CH:27][CH:28]=[C:23]([CH2:22][C:21]([O:20][C@@H:13]2[O:12][C@H:11]([C:9]([OH:10])=[O:8])[C@@H:16]([OH:17])[C@H:15]([OH:18])[C@H:14]2[OH:19])=[O:55])[CH:24]=1)[CH2:53][CH3:54])[C:47]1[CH:52]=[CH:51][CH:50]=[CH:49][CH:48]=1. Procedure: (2S,3S,4S,5R,6S)-6-{2-[2′-(3-Benzyl-1-ethyl-ureidomethyl)-6-methoxy-4′-trifluoromethyl-biphenyl-3-yl]-acetoxy}-3,4,5-trihydroxy-tetrahydro-pyran-2-carboxylic acid benzyl ester (0.2 mmol) in EtOAc was treated with 10% palladium on carbon (catalytic) and hydrogenated under a balloon of H2. The solution was filtered over a pad of Celite, and the filtrate was concentrated and purified by preparative HPLC to give the title compound. Starting materials: CNC(=S)NN, CCO, O=C(CCCCl)c1ccccc1. Yields the product CNC(=S)NN=C(CCCCl)c1ccccc1. Reaction SMILES: [CH3:13][NH:14][C:15]([NH:16][NH2:17])=[S:18].[CH3:19][CH2:20][OH:21].[Cl:1][CH2:2][CH2:3][CH2:4][C:5](=[O:6])[c:7]1[cH:8][cH:9][cH:10][cH:11][cH:12]1>>[Cl:1][CH2:2][CH2:3][CH2:4][C:5]([c:7]1[cH:8][cH:9][cH:10][cH:11][cH:12]1)=[N:17][NH:16][C:15]([NH:14][CH3:13])=[S:18]. The reactants are NC[C@H](C)NC1=C(C(=O)NCC2=CC(=C(C=C2)OC)OC)C=C(C=C1)C#N ((S)-2-(2-amino-1-methylethylamino)-5-cyano-N-(3,4-dimethoxybenzyl)benzamide), C(C)(=O)OC(C)=O (acetic anhydride). Solvent: ClCCl (dichloromethane). Yields the product C(C)(=O)NC[C@H](C)NC1=C(C(=O)NCC2=CC(=C(C=C2)OC)OC)C=C(C=C1)C#N ((S)-2-[2-(acetamido)-1-methylethylamino]-5-cyano-N-(3,4-dimethoxybenzyl)benzamide). The yield is 97.0%. Reaction SMILES: [NH2:1][CH2:2][C@@H:3]([NH:5][C:6]1[CH:25]=[CH:24][C:23]([C:26]#[N:27])=[CH:22][C:7]=1[C:8]([NH:10][CH2:11][C:12]1[CH:17]=[CH:16][C:15]([O:18][CH3:19])=[C:14]([O:20][CH3:21])[CH:13]=1)=[O:9])[CH3:4].[C:28](OC(=O)C)(=[O:30])[CH3:29]>ClCCl>[C:28]([NH:1][CH2:2][C@@H:3]([NH:5][C:6]1[CH:25]=[CH:24][C:23]([C:26]#[N:27])=[CH:22][C:7]=1[C:8]([NH:10][CH2:11][C:12]1[CH:17]=[CH:16][C:15]([O:18][CH3:19])=[C:14]([O:20][CH3:21])[CH:13]=1)=[O:9])[CH3:4])(=[O:30])[CH3:29]. Procedure details: To a solution of (S)-2-(2-amino-1-methylethylamino)-5-cyano-N-(3,4-dimethoxybenzyl)benzamide (99 mg) in dichloromethane (3 mL) was added acetic anhydride (38 mg), and the mixture was stirred for an hour at ambient temperature. The resulting mixture was evaporated in vacuo. The residue was triturated with diisopropyl ether to give (S)-2-[2-(acetamido)-1-methylethylamino]-5-cyano-N-(3,4-dimethoxybenzyl)benzamide (107 mg) as a solid substance. Starting materials: CON(C(CC1=CC=CC=C1)=O)C (N-methoxy-N-methyl-benzeneacetamide), BrC1=CC=C(C=C1)C12NC(OC(C1)C2)=O (5-(4-bromo-phenyl)-2-oxa-4-aza-bicyclo[3.1.1]heptan-3-one), [Li]CCCC (n-BuLi), solution, [Li]CCCC (n-BuLi), solution. Run in C1CCOC1 (THF), C1CCOC1 (THF), CCCCCC (hexane), CCCCCC (hexane). Product: C1(=CC=CC=C1)CC(=O)C1=CC=C(C=C1)C12NC(OC(C1)C2)=O (5-(4-phenylacetyl-phenyl)-2-oxa-4-aza-bicyclo[3.1.1]heptan-3-one). Reaction SMILES: Br[C:2]1[CH:7]=[CH:6][C:5]([C:8]23[CH2:14][CH:12]([CH2:13]2)[O:11][C:10](=[O:15])[NH:9]3)=[CH:4][CH:3]=1.[Li]CCCC.CON(C)[C:24](=[O:32])[CH2:25][C:26]1[CH:31]=[CH:30][CH:29]=[CH:28][CH:27]=1>C1COCC1.CCCCCC>[C:26]1([CH2:25][C:24]([C:2]2[CH:7]=[CH:6][C:5]([C:8]34[CH2:14][CH:12]([CH2:13]3)[O:11][C:10](=[O:15])[NH:9]4)=[CH:4][CH:3]=2)=[O:32])[CH:31]=[CH:30][CH:29]=[CH:28][CH:27]=1. Reported procedure: A solution of 5-(4-bromo-phenyl)-2-oxa-4-aza-bicyclo[3.1.1]heptan-3-one (prepared according to WO2009/148916, 4 g) in dry THF (60 mL) was cooled to −78° C. and treated with n-BuLi (6.56 mL of a 2.5M solution in hexane) and stirred for 30 minutes at this temperature before addition of further n-BuLi (13.1 mL of a 2.5M solution in hexane). Stirring was continued at this temperature for 30 minutes before a solution of N-methoxy-N-methyl-benzeneacetamide (prepared according to US6407119B1, 4.6 g) in... Starting materials: COC(=O)c1c(Br)c(-c2cccnc2)n2c1CCCC2, CO, [Na+], [OH-]. Product: O=C(O)c1c(Br)c(-c2cccnc2)n2c1CCCC2. RXN SMILES: [Br:3][c:4]1[c:5]([C:19](=[O:20])[O:21][CH3:22])[c:6]2[n:11]([c:12]1-[c:13]1[cH:14][n:15][cH:16][cH:17][cH:18]1)[CH2:10][CH2:9][CH2:8][CH2:7]2.[CH3:23][OH:24].[Na+:2].[OH-:1]>>[Br:3][c:4]1[c:5]([C:19](=[O:20])[OH:21])[c:6]2[n:11]([c:12]1-[c:13]1[cH:14][n:15][cH:16][cH:17][cH:18]1)[CH2:10][CH2:9][CH2:8][CH2:7]2. Reactants: Cn1ncnc1-c1ccc(C(=O)O)cc1, CCN(C(C)C)C(C)C, ClCCl, NC(Cc1ccccc1C(F)(F)F)CN1C(=O)c2ccccc2C1=O. Product: Cn1ncnc1-c1ccc(C(=O)NC(Cc2ccccc2C(F)(F)F)CN2C(=O)c3ccccc3C2=O)cc1. RXN SMILES: [CH3:10][n:11]1[n:12][cH:13][n:14][c:15]1-[c:16]1[cH:17][cH:18][c:19]([C:20](=[O:21])[OH:22])[cH:23][cH:24]1.[CH:1]([N:2]([CH2:3][CH3:4])[CH:5]([CH3:6])[CH3:7])([CH3:8])[CH3:9].[Cl:50][CH2:51][Cl:52].[NH2:25][CH:26]([CH2:27][N:28]1[C:29](=[O:38])[c:30]2[cH:31][cH:32][cH:33][cH:34][c:35]2[C:36]1=[O:37])[CH2:39][c:40]1[c:41]([C:46]([F:47])([F:48])[F:49])[cH:42][cH:43][cH:44][cH:45]1>>[CH3:10][n:11]1[n:12][cH:13][n:14][c:15]1-[c:16]1[cH:17][cH:18][c:19]([C:20](=[O:22])[NH:25][CH:26]([CH2:27][N:28]2[C:29](=[O:38])[c:30]3[cH:31][cH:32][cH:33][cH:34][c:35]3[C:36]2=[O:37])[CH2:39][c:40]2[c:41]([C:46]([F:47])([F:48])[F:49])[cH:42][cH:43][cH:44][cH:45]2)[cH:23][cH:24]1.